Dataset: the Open Reaction Database (ORD), a public repository of structured organic reaction records. Task: describe an organic reaction: reactants, conditions, products, and yield Reactants: O=C1C(CCC2CCCCC12)C(=O)OC (methyl 1-oxodecahydronaphthalene-2-carboxylate), C(O)(O)=O.NC(=N)N (guanidine carbonate), O=C1C(CCC2CCCCC12)C(=O)OC (methyl 1-oxodecahydronaphthalene-2-carboxylate). The solvent is CN(C=O)C (N,N-dimethylformamide), CN(C=O)C (N,N-dimethylformamide). Conditions: temperature 160 celsius, time 10 minute. Yields the product NC1=NC=2C3C(CCC2C(=N1)O)CCCC3 (2-amino-5,6,6a,7,8,9,10,10a-octahydrobenzo[h]quinazolin-4-ol). As a reaction SMILES: C(=O)(O)O.[NH2:5][C:6]([NH2:8])=[NH:7].O=[C:10]1[CH:19]2[CH:14]([CH2:15][CH2:16][CH2:17][CH2:18]2)[CH2:13][CH2:12][CH:11]1[C:20](OC)=[O:21]>CN(C)C=O>[NH2:7][C:6]1[N:8]=[C:20]([OH:21])[C:11]2[CH2:12][CH2:13][CH:14]3[CH2:15][CH2:16][CH2:17][CH2:18][CH:19]3[C:10]=2[N:5]=1 |f:0.1|. Procedure: In a 500 mL round bottomed flask, a suspension of guanidine carbonate (11.1 g, 61.4 mmol) in N,N-dimethylformamide (100 mL) was heated with stirring to 160° C. for 10 minutes, and a solution of the product from Example 12A (6.46 g, 30.7 mmol) in N,N-dimethylformamide (15 mL) was added dropwise over 2 minutes. The flask that contained the product from Example 12A was rinsed with an additional 10 mL of N,N-dimethylformamide and this was added to the reaction over 2 minutes. The reaction was heated... Starting materials: NC=1C=NC=CC1N1C[C@H]([C@@H](CC1)O[Si](C)(C)C(C)(C)C)NC(OC(C)(C)C)=O (trans-(+/−)-tert-butyl 1-(3-aminopyridin-4-yl)-4-(tert-butyldimethylsilyloxy)piperidin-3-ylcarbamate), NC=1C(=NC(=C(C1)F)Br)C(=O)O (3-amino-6-bromo-5-fluoropicolinic acid). Product: NC=1C(=NC(=C(C1)F)Br)C(=O)NC=1C=NC=CC1N1C[C@H]([C@@H](CC1)O[Si](C)(C)C(C)(C)C)NC(OC(C)(C)C)=O (trans-(+/−)-tert-butyl 1-(3-(3-amino-6-bromo-5-fluoropicolinamido)pyridin-4-yl)-4-(tert-butyldimethylsilyloxy)piperidin-3-yl-carbamate). Reaction SMILES: [NH2:1][C:2]1[CH:3]=[N:4][CH:5]=[CH:6][C:7]=1[N:8]1[CH2:13][CH2:12][C@@H:11]([O:14][Si:15]([C:18]([CH3:21])([CH3:20])[CH3:19])([CH3:17])[CH3:16])[C@H:10]([NH:22][C:23](=[O:29])[O:24][C:25]([CH3:28])([CH3:27])[CH3:26])[CH2:9]1.[NH2:30][C:31]1[C:32]([C:39](O)=[O:40])=[N:33][C:34]([Br:38])=[C:35]([F:37])[CH:36]=1>>[NH2:30][C:31]1[C:32]([C:39]([NH:1][C:2]2[CH:3]=[N:4][CH:5]=[CH:6][C:7]=2[N:8]2[CH2:13][CH2:12][C@@H:11]([O:14][Si:15]([C:18]([CH3:21])([CH3:20])[CH3:19])([CH3:17])[CH3:16])[C@H:10]([NH:22][C:23](=[O:29])[O:24][C:25]([CH3:28])([CH3:27])[CH3:26])[CH2:9]2)=[O:40])=[N:33][C:34]([Br:38])=[C:35]([F:37])[CH:36]=1. Procedure: Following Method 11 of Example 305, trans-(+/−)-tert-butyl 1-(3-aminopyridin-4-yl)-4-(tert-butyldimethylsilyloxy)piperidin-3-ylcarbamate and 3-amino-6-bromo-5-fluoropicolinic acid was reacted yielding trans-(+/−)-tert-butyl 1-(3-(3-amino-6-bromo-5-fluoropicolinamido)pyridin-4-yl)-4-(tert-butyldimethylsilyloxy)piperidin-3-yl-carbamate. LCMS (m/z): 641.2 (MH+); LC Rt=4.47 min. Reactants: FC=1C=C(C=C(C1)F)[Mg]Br ((3,5-difluorophenyl)magnesium bromide), COC=1C=C(C=CC1N1C=NC(=C1)C)C1=NOC2=C1CCCC2=O (3-(3-methoxy-4-(4-methyl-1H-imidazol-1-yl)phenyl)-5,6-dihydrobenzo[d]isoxazol-7(4H)-one), FC=1C=C(C=C(C1)F)[Mg]Br ((3,5-difluorophenyl)magnesium bromide). Run in C1CCOC1 (THF). Reaction conditions: time 3 hour. Product: FC=1C=C(C=C(C1)F)C1(CCCC=2C(=NOC21)C2=CC(=C(C=C2)N2C=NC(=C2)C)OC)O (7-(3,5-Difluorophenyl)-3-(3-methoxy-4-(4-methyl-1H-imidazol-1-yl)phenyl)-4,5,6,7-tetrahydrobenzo[d]isoxazol-7-ol). Isolated yield 69.6%. RXN SMILES: [CH3:1][O:2][C:3]1[CH:4]=[C:5]([C:15]2[C:19]3[CH2:20][CH2:21][CH2:22][C:23](=[O:24])[C:18]=3[O:17][N:16]=2)[CH:6]=[CH:7][C:8]=1[N:9]1[CH:13]=[C:12]([CH3:14])[N:11]=[CH:10]1.[F:25][C:26]1[CH:27]=[C:28]([Mg]Br)[CH:29]=[C:30]([F:32])[CH:31]=1>C1COCC1>[F:25][C:26]1[CH:27]=[C:28]([C:23]2([OH:24])[C:18]3[O:17][N:16]=[C:15]([C:5]4[CH:6]=[CH:7][C:8]([N:9]5[CH:13]=[C:12]([CH3:14])[N:11]=[CH:10]5)=[C:3]([O:2][CH3:1])[CH:4]=4)[C:19]=3[CH2:20][CH2:21][CH2:22]2)[CH:29]=[C:30]([F:32])[CH:31]=1. Procedure details: To a mixture of 3-(3-methoxy-4-(4-methyl-1H-imidazol-1-yl)phenyl)-5,6-dihydrobenzo[d]isoxazol-7(4H)-one (880 mg, 2.72 mmol) in THF (15 ml) at 0° C., was added slowly (3,5-difluorophenyl)magnesium bromide (6.54 mL of 0.5 M solution in THF, 3.27 mmol) and the reaction was stirred for 3 hr. Additional amount of (3,5-difluorophenyl)magnesium bromide (6.0 mL of 0.5 M solution in THF, 3.0 mmol) was added and stirring was continued at 0° C. for 2 hr. The reaction mixture was quenched with water, extrac... The reactants are C(C)(C)C=1NC2=CC(=CC=C2C1)C(=O)OCC (ethyl 2-isopropyl-1H-indole-6-carboxylate), C(C)(C)C=1NC2=CC(=CC=C2C1)C(=O)OCC (ethyl 2-isopropyl-1H-indole-6-carboxylate), O=P(Cl)(Cl)Cl (POCl3), CN(C)C=O (DMF). Conditions: temperature 25 celsius, time 30 minute. Yields the product C(=O)C1=C(NC2=CC(=CC=C12)C(=O)OCC)C(C)C (Ethyl 3-Formyl-2-isopropyl-1H-indole-6-carboxylate). Reaction SMILES: [CH:1]([C:4]1[NH:5][C:6]2[C:11]([CH:12]=1)=[CH:10][CH:9]=[C:8]([C:13]([O:15][CH2:16][CH3:17])=[O:14])[CH:7]=2)([CH3:3])[CH3:2].O=P(Cl)(Cl)Cl.CN([CH:26]=[O:27])C>>[CH:26]([C:12]1[C:11]2[C:6](=[CH:7][C:8]([C:13]([O:15][CH2:16][CH3:17])=[O:14])=[CH:9][CH:10]=2)[NH:5][C:4]=1[CH:1]([CH3:3])[CH3:2])=[O:27]. Procedure: To a solution of ethyl 2-isopropyl-1H-indole-6-carboxylate (Compound 33, 2.00 g, 8.66 mmol) in DMF (12 ml) at 0° C. under argon then added dropwise POCl3 (1.58 ml, 17.3 mmol) was added dropwise. The reaction was stirred for 30 minutes at 25° C. then cooled to 0° C., quenched with saturated NaHCO3, diluted with EtOAc, washed with brine, dried over Na2SO4, and concentrated in vacuo. The residue was purified by chromatography on silica gel (0→50% EtOAc-hexanes) to yield the title compound as a ligh... The reactants are C[C@@H]1[C@H](CCC[C@@H](OC(=O)C[C@H]2[C@@H]3C=C[C@@H]4C[C@H](C[C@H]4[C@@H]3C=C2C1=O)O[C@H]5[C@@H]([C@@H]([C@H]([C@@H](O5)C)OC)OC)OC)C6CCC6)O[C@H]7CC[C@@H]([C@H](O7)C)N(C)C (21-desethyl-21-cyclobutyl spinosyn A), chlorotris(triphenylphosphine) rhodium. Solvent: C1(=CC=CC=C1)C (toluene), C(C)O (ethanol). Run at time 16 hour. The product is C[C@@H]1[C@H](CCC[C@@H](OC(=O)C[C@H]2[C@@H]3CC[C@@H]4C[C@H](C[C@H]4[C@@H]3C=C2C1=O)O[C@H]5[C@@H]([C@@H]([C@H]([C@@H](O5)C)OC)OC)OC)C6CCC6)O[C@H]7CC[C@@H]([C@H](O7)C)N(C)C (5,6-dihydro-21-desethyl-21-cyclobutyl spinosyn A). The yield is 69.1%. Reaction SMILES: [CH3:1][C@H:2]1[C:24](=[O:25])[C:23]2[C@H:12]([C@H:13]3[C@@H:21]([CH:22]=2)[C@H:20]2[C@@H:16]([CH2:17][C@@H:18]([O:26][C@@H:27]4[O:32][C@@H:31]([CH3:33])[C@H:30]([O:34][CH3:35])[C@@H:29]([O:36][CH3:37])[C@H:28]4[O:38][CH3:39])[CH2:19]2)[CH:15]=[CH:14]3)[CH2:11][C:9](=[O:10])[O:8][C@@H:7]([CH:40]2[CH2:43][CH2:42][CH2:41]2)[CH2:6][CH2:5][CH2:4][C@@H:3]1[O:44][C@@H:45]1[O:50][C@H:49]([CH3:51])[C@@H:48]([N:52]([CH3:54])[CH3:53])[CH2:47][CH2:46]1>C1(C)C=CC=CC=1.C(O)C>[CH3:1][C@H:2]1[C:24](=[O:25])[C:23]2[C@H:12]([C@H:13]3[C@@H:21]([CH:22]=2)[C@H:20]2[C@@H:16]([CH2:17][C@@H:18]([O:26][C@@H:27]4[O:32][C@@H:31]([CH3:33])[C@H:30]([O:34][CH3:35])[C@@H:29]([O:36][CH3:37])[C@H:28]4[O:38][CH3:39])[CH2:19]2)[CH2:15][CH2:14]3)[CH2:11][C:9](=[O:10])[O:8][C@@H:7]([CH:40]2[CH2:43][CH2:42][CH2:41]2)[CH2:6][CH2:5][CH2:4][C@@H:3]1[O:44][C@@H:45]1[O:50][C@H:49]([CH3:51])[C@@H:48]([N:52]([CH3:53])[CH3:54])[CH2:47][CH2:46]1. Procedure: A solution of 21-desethyl-21-cyclobutyl spinosyn A (3.1 mg, 0.004 mmol) in 2 mL of toluene and 0.5 mL of ethanol was purged with a slow stream of nitrogen for 20 minutes, then 2 mg of chlorotris(triphenylphosphine) rhodium was added and the solution hydrogenated at 60° C. and 1 atm. for 16 hours. After cooling and removal of solvent, the residue was chromatographer using a 10 cm×2 cm silica gel column, eluting with 5×25 mL fractions of dichloromethane containing 0%, 2%, 3%, 4%, and 5% MeOH respe... Starting materials: COC=1C=C(CN2C=NC=3C2=NC=C(C3)C#N)C=CC1OCC=1C=NC(=CC1)OC (3-(3-methoxy-4-((6-methoxypyridin-3-yl)methoxy)benzyl)-3H-imidazo[4,5-b]pyridine-6-carbonitrile), NO (hydroxylamine). The solvent is C(C)O (ethanol). Run at temperature 100 celsius, time 1 hour. Product: ON=C(N)C=1C=C2C(=NC1)N(C=N2)CC2=CC(=C(C=C2)OCC=2C=NC(=CC2)OC)OC (N′-hydroxy-3-(3-methoxy-4-((6-methoxypyridin-3-yl)methoxy)benzyl)-3H-imidazo[4,5-b]pyridine-6-carboximidamide). Yield: 100.0%. RXN SMILES: [CH3:1][O:2][C:3]1[CH:4]=[C:5]([CH:18]=[CH:19][C:20]=1[O:21][CH2:22][C:23]1[CH:24]=[N:25][C:26]([O:29][CH3:30])=[CH:27][CH:28]=1)[CH2:6][N:7]1[C:11]2=[N:12][CH:13]=[C:14]([C:16]#[N:17])[CH:15]=[C:10]2[N:9]=[CH:8]1.[NH2:31][OH:32]>C(O)C>[OH:32][N:31]=[C:16]([C:14]1[CH:15]=[C:10]2[N:9]=[CH:8][N:7]([CH2:6][C:5]3[CH:18]=[CH:19][C:20]([O:21][CH2:22][C:23]4[CH:24]=[N:25][C:26]([O:29][CH3:30])=[CH:27][CH:28]=4)=[C:3]([O:2][CH3:1])[CH:4]=3)[C:11]2=[N:12][CH:13]=1)[NH2:17]. Procedure details: To a stirred solution of 3-(3-methoxy-4-((6-methoxypyridin-3-yl)methoxy)benzyl)-3H-imidazo[4,5-b]pyridine-6-carbonitrile (0.53 g, 1.32 mmol) in ethanol was added hydroxylamine solution (50% weight in water, 0.1 mL). The mixture was heated to 100° C. After 1 h, the mixture was concentrated to provide 0.66 g (>100%) of N′-hydroxy-3-(3-methoxy-4-((6-methoxypyridin-3-yl)methoxy)benzyl)-3H-imidazo[4,5-b]pyridine-6-carboximidamide as a white solid. Reactants: [OH-].[K+] (Potassium hydroxide), FC=1C(=CC(N(C1)CC[C@](C(=O)OCC)(S(=O)(=O)C)C)=O)C1=CC=C(C=C1)N1N=CC=N1 (ethyl (2R)-4-{5-fluoro-2-oxo-4-[4-(2H-1,2,3-triazol-2-yl)phenyl]pyridin-1(2H)-yl}-2-methyl-2-(methylsulfonyl)butanoate), CO (Methanol). The solvent is CC1OCCC1.O (2-methyltetrahydrofuran water). Conditions: time 8 hour. Product: FC=1C(=CC(N(C1)CC[C@](C(=O)O)(S(=O)(=O)C)C)=O)C1=CC=C(C=C1)N1N=CC=N1 ((2R)-4-{5-Fluoro-2-oxo-4-[4-(2H-1,2,3-triazol-2-yl)phenyl]pyridin-1(2H)-yl}-2-methyl-2-(methylsulfonyl)butanoic acid). The yield is 96.1%. As a reaction SMILES: [OH-].[K+].[F:3][C:4]1[C:5]([C:24]2[CH:29]=[CH:28][C:27]([N:30]3[N:34]=[CH:33][CH:32]=[N:31]3)=[CH:26][CH:25]=2)=[CH:6][C:7](=[O:23])[N:8]([CH2:10][CH2:11][C@@:12]([CH3:22])([S:18]([CH3:21])(=[O:20])=[O:19])[C:13]([O:15]CC)=[O:14])[CH:9]=1.CO>CC1CCCO1.O>[F:3][C:4]1[C:5]([C:24]2[CH:25]=[CH:26][C:27]([N:30]3[N:34]=[CH:33][CH:32]=[N:31]3)=[CH:28][CH:29]=2)=[CH:6][C:7](=[O:23])[N:8]([CH2:10][CH2:11][C@@:12]([CH3:22])([S:18]([CH3:21])(=[O:20])=[O:19])[C:13]([OH:15])=[O:14])[CH:9]=1 |f:0.1,4.5|. Procedure: Potassium hydroxide (1.30 g, 23.2 mmol) was added to a solution of ethyl (2R)-4-{5-fluoro-2-oxo-4-[4-(2H-1,2,3-triazol-2-yl)phenyl]pyridin-1(2H)-yl}-2-methyl-2-(methylsulfonyl)butanoate (1.54 g, 3.33 mmol) in 2-methyltetrahydrofuran:water (2:1 42.5 mL) and the solution was stirred at rt overnight. Methanol (5 mL) was added and the reaction was heated to 60° C. The reaction mixture was stirred at this temperature for 2 h. The reaction was concentrated and triturated in 3 M aq HCl. The solid was c...